describe an organic reaction: reactants, conditions, products, and yield From a dataset of the Open Reaction Database (ORD), a public repository of structured organic reaction records. Starting materials: O=C([O-])[O-], COC(=O)c1cccc(C)c1OS(=O)(=O)C(F)(F)F, OB(O)c1ccc(C(F)(F)F)cc1, [K+], [K+], C1CCOC1, O, [Pd], c1ccc(P(c2ccccc2)c2ccccc2)cc1, c1ccc(P(c2ccccc2)c2ccccc2)cc1, c1ccc(P(c2ccccc2)c2ccccc2)cc1, c1ccc(P(c2ccccc2)c2ccccc2)cc1. Product: COC(=O)c1cccc(C)c1-c1ccc(C(F)(F)F)cc1. Reaction SMILES: [C:20](=[O:21])([O-:22])[O-:23].[F:1][C:2]([F:3])([F:4])[S:5]([O:6][c:7]1[c:8]([C:9](=[O:10])[O:11][CH3:12])[cH:13][cH:14][cH:15][c:16]1[CH3:17])(=[O:18])=[O:19].[F:31][C:32]([c:33]1[cH:34][cH:35][c:36]([B:39]([OH:40])[OH:41])[cH:37][cH:38]1)([F:42])[F:43].[K+:24].[K+:25].[O:26]1[CH2:27][CH2:28][CH2:29][CH2:30]1.[OH2:121].[Pd:44].[c:102]1([P:103]([c:104]2[cH:105][cH:106][cH:107][cH:108][cH:109]2)[c:110]2[cH:111][cH:112][cH:113][cH:114][cH:115]2)[cH:116][cH:117][cH:118][cH:119][cH:120]1.[c:45]1([P:46]([c:47]2[cH:48][cH:49][cH:50][cH:51][cH:52]2)[c:53]2[cH:54][cH:55][cH:56][cH:57][cH:58]2)[cH:59][cH:60][cH:61][cH:62][cH:63]1.[c:64]1([P:65]([c:66]2[cH:67][cH:68][cH:69][cH:70][cH:71]2)[c:72]2[cH:73][cH:74][cH:75][cH:76][cH:77]2)[cH:78][cH:79][cH:80][cH:81][cH:82]1.[c:83]1([P:84]([c:85]2[cH:86][cH:87][cH:88][cH:89][cH:90]2)[c:91]2[cH:92][cH:93][cH:94][cH:95][cH:96]2)[cH:97][cH:98][cH:99][cH:100][cH:101]1>>[c:7]1(-[c:36]2[cH:35][cH:34][c:33]([C:32]([F:31])([F:42])[F:43])[cH:38][cH:37]2)[c:8]([C:9](=[O:10])[O:11][CH3:12])[cH:13][cH:14][cH:15][c:16]1[CH3:17].